Dataset: the Open Reaction Database (ORD), a public repository of structured organic reaction records. Task: describe an organic reaction: reactants, conditions, products, and yield The reactants are C1(CC1)C1=NNC(=C1)N (3-cyclopropyl-1H-pyrazol-5-amine), COC(C1=CC(=CC=C1)CBr)=O (3-bromomethyl-benzoic acid methyl ester), ClC1=CC=C(C=C1)[C@H]1C[C@]12C(NC1=CC=CC=C21)=O ((1S,2R)-2-(4-chlorophenyl)spiro[cyclopropane-1,3′-indolin]-2′-one). The product is ClC1=CC=C(C=C1)[C@@H]1C[C@@]12C(N(C1=CC=CC=C21)CC=2C=C(C(=O)NC1=CC(=NN1)C1CC1)C=CC2)=O ((1R,2S)-3-((2-(4-chlorophenyl)-2′-oxospiro[cyclopropane-1,3′-indoline]-1′-yl)methyl)-N-(3-cyclopropyl-1H-pyrazol-5-yl)benzamide). RXN SMILES: [CH:1]1([C:4]2[CH:8]=[C:7]([NH2:9])[NH:6][N:5]=2)[CH2:3][CH2:2]1.CO[C:12](=[O:21])[C:13]1[CH:18]=[CH:17][CH:16]=[C:15]([CH2:19]Br)[CH:14]=1.[Cl:22][C:23]1[CH:28]=[CH:27][C:26]([C@@H:29]2[C@:31]3([C:39]4[C:34](=[CH:35][CH:36]=[CH:37][CH:38]=4)[NH:33][C:32]3=[O:40])[CH2:30]2)=[CH:25][CH:24]=1>>[Cl:22][C:23]1[CH:24]=[CH:25][C:26]([C@H:29]2[C@@:31]3([C:39]4[C:34](=[CH:35][CH:36]=[CH:37][CH:38]=4)[N:33]([CH2:19][C:15]4[CH:14]=[C:13]([CH:18]=[CH:17][CH:16]=4)[C:12]([NH:9][C:7]4[NH:6][N:5]=[C:4]([CH:1]5[CH2:3][CH2:2]5)[CH:8]=4)=[O:21])[C:32]3=[O:40])[CH2:30]2)=[CH:27][CH:28]=1. Procedure details: The title compound was prepared in analogy to Example 60 starting from 3-cyclopropyl-1H-pyrazol-5-amine, 3-bromomethyl-benzoic acid methyl ester (commercially available), (1R,2S) and (1S,2R)-2-(4-chlorophenyl)spiro[cyclopropane-1,3′-indolin]-2′-one prepared as in Scheme 1. LC/MS m/e calcd. for C30H25ClN4O2: 508, observed (M+H)+: 509.21H NMR (400 MHz, MeOD-d4) δppm 0.66-0.77 (m, 2 H) 1.02 (dd, J=8.34, 1.77 Hz, 2 H) 2.24 (d, J=8.59 Hz, 2H) 2.47-2.57 (m, 1 H) 3.26-3.32 (m, 1 H) 5.07-5.25 (m, 2 H) 5... Starting materials: ClC1=C(OC2=C(C=NC=C2)C(=O)N2CCCC3=CC=CC=C23)C=C(C=C1)Cl ([4-(2,5-Dichloro-phenoxy)-pyridin-3-yl]-(3,4-dihydro-2H-quinolin-1-yl)-methanone), FC=1C=CC(=C(C1)N)OC (5-fluoro-2-methoxy-phenylamine), solid. The product is ClC1=C(OC2=CC=NC=C2C(=O)NC2=C(C=CC(=C2)F)OC)C=C(C=C1)Cl (4-(2,5-Dichloro-phenoxy)-N-(5-fluoro-2-methoxy-phenyl)-nicotinamide). Reaction SMILES: [Cl:1][C:2]1[CH:26]=[CH:25][C:24]([Cl:27])=[CH:23][C:3]=1[O:4][C:5]1[CH:10]=[CH:9][N:8]=[CH:7][C:6]=1[C:11](N1C2C(=CC=CC=2)CCC1)=[O:12].[F:28][C:29]1[CH:30]=[CH:31][C:32]([O:36][CH3:37])=[C:33]([NH2:35])[CH:34]=1>>[Cl:1][C:2]1[CH:26]=[CH:25][C:24]([Cl:27])=[CH:23][C:3]=1[O:4][C:5]1[C:6]([C:11]([NH:35][C:33]2[CH:34]=[C:29]([F:28])[CH:30]=[CH:31][C:32]=2[O:36][CH3:37])=[O:12])=[CH:7][N:8]=[CH:9][CH:10]=1. Procedure: The title compound was prepared in analogy to Example 1, from 4-(2,5-dichloro-phenoxy)-nicotinic acid (Example 1, intermediate) and 5-fluoro-2-methoxy-phenylamine (commercially available; CAS RN 1978-39-8). White solid (74%). MS (ESI): m/z=407.036 [M+H]+. Reported procedure: N-methyl-5-(5-methylhexahydropyrrolo[3,4-c]pyrrol-2(1H)-yl)-2-nitrobenzamide (Intermediate 13A) (900 mg, 2.96 mmol) was dissolved in ethanol (140 mL). The resulting solution was hydrogenated using the H-cube at 40° C. under 30 bar pressure of hydrogen, with a flow rate of 1 mL per minute through a 10% palladium on charcoal cartridge. The reaction mixture was concentrated to afford 2-amino-N-methyl-5-(5-methylhexahydropyrrolo[3,4-c]pyrrole-2(1H)-yl)benzamide, (824 mg, 3.01 mmol). The solvent is C(C)O (ethanol). Reaction SMILES: [CH3:1][NH:2][C:3](=[O:22])[C:4]1[CH:9]=[C:8]([N:10]2[CH2:17][CH:16]3[CH:12]([CH2:13][N:14]([CH3:18])[CH2:15]3)[CH2:11]2)[CH:7]=[CH:6][C:5]=1[N+:19]([O-])=O.[H][H]>C(O)C.[Pd]>[NH2:19][C:5]1[CH:6]=[CH:7][C:8]([N:10]2[CH2:11][CH:12]3[CH:16]([CH2:15][N:14]([CH3:18])[CH2:13]3)[CH2:17]2)=[CH:9][C:4]=1[C:3]([NH:2][CH3:1])=[O:22]. The yield is 101.7%. Yields the product NC1=C(C(=O)NC)C=C(C=C1)N1CC2CN(CC2C1)C (2-amino-N-methyl-5-(5-methylhexahydropyrrolo[3,4-c]pyrrole-2(1H)-yl)benzamide). Reactants: CNC(C1=C(C=CC(=C1)N1CC2CN(CC2C1)C)[N+](=O)[O-])=O (N-methyl-5-(5-methylhexahydropyrrolo[3,4-c]pyrrol-2(1H)-yl)-2-nitrobenzamide), CNC(C1=C(C=CC(=C1)N1CC2CN(CC2C1)C)[N+](=O)[O-])=O (N-methyl-5-(5-methylhexahydropyrrolo[3,4-c]pyrrol-2(1H)-yl)-2-nitrobenzamide), [H][H] (hydrogen). The reagents and catalysts are [Pd] (palladium on charcoal). Starting materials: C(CCC)[Li] (n-butyllithium), saturated aqueous solution, [Cl-].[NH4+] (ammonium chloride), CI (methyl iodide), C[Si](C1C2=CC=CC=C2C=2C=CC=CC12)(C1C=CC2=CC=CC=C12)C (dimethyl(1-indenyl)(9-fluorenyl)silane). Run in CCCCCC (hexane), CCOCC (ether), CCOCC (ether). Yields the product C[Si](C1C2=CC=CC=C2C=2C=CC=CC12)(C1C=C(C2=CC=CC=C12)C)C (dimethyl(3-methyl-1-indenyl)(9-fluorenyl)silane). The yield is 89.0%. Reaction SMILES: [CH3:1][Si:2]([CH3:25])([CH:16]1[C:24]2[C:19](=[CH:20][CH:21]=[CH:22][CH:23]=2)[CH:18]=[CH:17]1)[CH:3]1[C:15]2[CH:14]=[CH:13][CH:12]=[CH:11][C:10]=2[C:9]2[C:4]1=[CH:5][CH:6]=[CH:7][CH:8]=2.[CH2:26]([Li])CCC.CI.[Cl-].[NH4+]>CCOCC.CCCCCC>[CH3:1][Si:2]([CH3:25])([CH:16]1[C:24]2[C:19](=[CH:20][CH:21]=[CH:22][CH:23]=2)[C:18]([CH3:26])=[CH:17]1)[CH:3]1[C:15]2[CH:14]=[CH:13][CH:12]=[CH:11][C:10]=2[C:9]2[C:4]1=[CH:5][CH:6]=[CH:7][CH:8]=2 |f:3.4|. Procedure details: A 200 ml four-necked flask equipped with a reflux tube, a thermometer and a dropping tunnel was thoroughly purged with nitrogen and dried. To the flask, dimethyl(1-indenyl)(9-fluorenyl)silane (2.00 g, 5.91 mmol) synthesized above and dehydrated ether (50 ml) were introduced. To the flask was dropwise added a hexane solution of n-butyllithium (6.21 mmol) at −40° C. with stirring. The temperature of the reaction liquid was allowed to spontaneously and slowly rise to room temperature. After stirrin... Starting materials: CC(C)([O-])C.[K+] (potassium t-butoxide), N1C=CC2=CC(=CC=C12)C(=O)OC (methyl 1H-indole-5-carboxylate), ICCCC (1-iodobutane). Run in CS(=O)C (methylsulfoxide). Conditions: time 5 hour. Yields the product C(CCC)N1C=CC2=CC(=CC=C12)C(=O)OC (Methyl 1-butyl-1H-indole-5-carboxylate). RXN SMILES: [NH:1]1[C:9]2[C:4](=[CH:5][C:6]([C:10]([O:12][CH3:13])=[O:11])=[CH:7][CH:8]=2)[CH:3]=[CH:2]1.CC(C)([O-])C.[K+].I[CH2:21][CH2:22][CH2:23][CH3:24]>CS(C)=O>[CH2:21]([N:1]1[C:9]2[C:4](=[CH:5][C:6]([C:10]([O:12][CH3:13])=[O:11])=[CH:7][CH:8]=2)[CH:3]=[CH:2]1)[CH2:22][CH2:23][CH3:24] |f:1.2|. Procedure details: To a mixture of methyl 1H-indole-5-carboxylate (6.0 g) in methylsulfoxide (30 mL) was added potassium t-butoxide (3.88 g). The mixture was stirred at room temperature for 10 minutes at which time 1-iodobutane (1.8 mL) was added. The mixture was stirred at room temperature for 5 h then partitioned between water and methylene chloride. The layers were separated and the organic layer washed three times with brine, dried over anhydrous magnesium sulfate and concentrated under reduced pressure. Colum... Starting materials: CCCCC(C(=O)OCC)C(=O)OCC, CS(C)=O, [H-], CCCCCCCCI, [Na+], O. Product: CCCCCCCCC(CCCC)(C(=O)OCC)C(=O)OCC. As a reaction SMILES: [CH2:3]([CH2:4][CH2:5][CH3:6])[CH:7]([C:8](=[O:9])[O:10][CH2:11][CH3:12])[C:13](=[O:14])[O:15][CH2:16][CH3:17].[CH3:28][S:29]([CH3:30])=[O:31].[H-:1].[I:18][CH2:19][CH2:20][CH2:21][CH2:22][CH2:23][CH2:24][CH2:25][CH3:26].[Na+:2].[OH2:27]>>[CH2:3]([CH2:4][CH2:5][CH3:6])[C:7]([C:8](=[O:9])[O:10][CH2:11][CH3:12])([C:13](=[O:14])[O:15][CH2:16][CH3:17])[CH2:19][CH2:20][CH2:21][CH2:22][CH2:23][CH2:24][CH2:25][CH3:26].